Dataset: the Open Reaction Database (ORD), a public repository of structured organic reaction records. Task: describe an organic reaction: reactants, conditions, products, and yield The reactants are C1CCOC1, [Li]CCCC, CC(C)c1cccc(C(C)C)c1N=C=O, O, CCCCCCCCCCCCn1nnc(C(c2ccccc2)c2ccccc2)n1. Product: CCCCCCCCCCCCn1nnc(C(C(=O)Nc2c(C(C)C)cccc2C(C)C)(c2ccccc2)c2ccccc2)n1. As a reaction SMILES: [CH2:1]1[O:2][CH2:3][CH2:4][CH2:5]1.[CH3:36][CH2:37][CH2:38][CH2:39][Li:40].[CH:41]([CH3:42])([CH3:43])[c:44]1[c:45]([N:53]=[C:54]=[O:55])[c:46]([CH:50]([CH3:51])[CH3:52])[cH:47][cH:48][cH:49]1.[OH2:56].[c:6]1([CH:12]([c:13]2[n:14][n:15][n:16]([CH2:18][CH2:19][CH2:20][CH2:21][CH2:22][CH2:23][CH2:24][CH2:25][CH2:26][CH2:27][CH2:28][CH3:29])[n:17]2)[c:30]2[cH:31][cH:32][cH:33][cH:34][cH:35]2)[cH:7][cH:8][cH:9][cH:10][cH:11]1>>[c:6]1([C:12]([c:13]2[n:14][n:15][n:16]([CH2:18][CH2:19][CH2:20][CH2:21][CH2:22][CH2:23][CH2:24][CH2:25][CH2:26][CH2:27][CH2:28][CH3:29])[n:17]2)([c:30]2[cH:31][cH:32][cH:33][cH:34][cH:35]2)[C:54]([NH:53][c:45]2[c:44]([CH:41]([CH3:42])[CH3:43])[cH:49][cH:48][cH:47][c:46]2[CH:50]([CH3:51])[CH3:52])=[O:55])[cH:7][cH:8][cH:9][cH:10][cH:11]1.